This data is from the Open Reaction Database (ORD), a public repository of structured organic reaction records. The task is: describe an organic reaction: reactants, conditions, products, and yield The reactants are C(C)(C)(C)OC(=O)CC1=C(CCCCC1)N1N=C(C=CC1=O)C=1C(=NN2C1C=CC=C2)C2=CC=CC=C2 (3-[2-(2-t-butoxycarbonylmethyl-1-cycloheptenyl)-3-oxo-2,3-dihydropyridazin-6-yl]-2-phenylpyrazolo[1,5-a]pyridine), FC(C(=O)O)(F)F (trifluoroacetic acid). The solvent is ClCCl (dichloromethane). Conditions: time 1 day. The product is C(=O)(O)CC1=C(CCCCC1)N1N=C(C=CC1=O)C=1C(=NN2C1C=CC=C2)C2=CC=CC=C2 (3-[2-(2-carboxymethyl-1-cycloheptenyl)-3-oxo-2,3-dihydropyridazin-6-yl]-2-phenylpyrazolo[1,5-a]-pyridine). The yield is 62.4%. Reaction SMILES: C([O:5][C:6]([CH2:8][C:9]1[CH2:15][CH2:14][CH2:13][CH2:12][CH2:11][C:10]=1[N:16]1[C:21](=[O:22])[CH:20]=[CH:19][C:18]([C:23]2[C:24]([C:32]3[CH:37]=[CH:36][CH:35]=[CH:34][CH:33]=3)=[N:25][N:26]3[CH:31]=[CH:30][CH:29]=[CH:28][C:27]=23)=[N:17]1)=[O:7])(C)(C)C.FC(F)(F)C(O)=O>ClCCl>[C:6]([CH2:8][C:9]1[CH2:15][CH2:14][CH2:13][CH2:12][CH2:11][C:10]=1[N:16]1[C:21](=[O:22])[CH:20]=[CH:19][C:18]([C:23]2[C:24]([C:32]3[CH:33]=[CH:34][CH:35]=[CH:36][CH:37]=3)=[N:25][N:26]3[CH:31]=[CH:30][CH:29]=[CH:28][C:27]=23)=[N:17]1)([OH:7])=[O:5]. Procedure details: To a solution of 3-[2-(2-t-butoxycarbonylmethyl-1-cycloheptenyl)-3-oxo-2,3-dihydropyridazin-6-yl]-2-phenylpyrazolo[1,5-a]pyridine (0.15 g) in dry dichloromethane (0.5 ml) at room temperature was added trifluoroacetic acid (0.46 ml). After stirring for one day at room temperature, the solution was partitioned between ethyl acetate and a saturated aqueous sodium bicarbonate. The separated aqueous layer was acidified with 1N-hydrochloric acid to pH 3 and extracted with ethyl acetate. The separated ... The reactants are C(C=C)N(NC(N[C@H](C)C1=CC=CC=C1)=O)CC(=O)O ((R)-2-(1-allyl-2-(1-phenylethylcarbamoyl)hydrazinyl)acetic acid), N[C@H](C(=O)N(CC=1C=CC=C2C=CC=NC12)[C@H](C(OCC)OCC)C)CC1=CC=C(C=C1)OC(C)(C)C ((S)-2-amino-3-(4-tert-butoxyphenyl)-N—((S)-1,1-diethoxy-propan-2-yl)-N-(quinolin-8-ylmethyl)propanamide). Yields the product C(C=C)N(NC(=O)N[C@H](C)C1=CC=CC=C1)CC(=O)N[C@H](C(=O)N(CC=1C=CC=C2C=CC=NC12)[C@H](C(OCC)OCC)C)CC1=CC=C(C=C1)OC(C)(C)C (2-allyl-2-(2-((S)-3-(4-tert-butoxyphenyl)-1-(((S)-1,1-diethoxypropan-2-yl)(quinolin-8-ylmethyl)amino)-1-oxopropan-2-ylamino)-2-oxoethyl)-N-((R)-1-phenylethyl)hydrazinecarboxamide). Yield: 85.1%. Reaction SMILES: [CH2:1]([N:4]([CH2:17][C:18]([OH:20])=O)[NH:5][C:6](=[O:16])[NH:7][C@@H:8]([C:10]1[CH:15]=[CH:14][CH:13]=[CH:12][CH:11]=1)[CH3:9])[CH:2]=[CH2:3].[NH2:21][C@@H:22]([CH2:46][C:47]1[CH:52]=[CH:51][C:50]([O:53][C:54]([CH3:57])([CH3:56])[CH3:55])=[CH:49][CH:48]=1)[C:23]([N:25]([C@@H:37]([CH3:45])[CH:38]([O:42][CH2:43][CH3:44])[O:39][CH2:40][CH3:41])[CH2:26][C:27]1[CH:28]=[CH:29][CH:30]=[C:31]2[C:36]=1[N:35]=[CH:34][CH:33]=[CH:32]2)=[O:24]>>[CH2:1]([N:4]([CH2:17][C:18]([NH:21][C@@H:22]([CH2:46][C:47]1[CH:52]=[CH:51][C:50]([O:53][C:54]([CH3:57])([CH3:56])[CH3:55])=[CH:49][CH:48]=1)[C:23]([N:25]([C@@H:37]([CH3:45])[CH:38]([O:39][CH2:40][CH3:41])[O:42][CH2:43][CH3:44])[CH2:26][C:27]1[CH:28]=[CH:29][CH:30]=[C:31]2[C:36]=1[N:35]=[CH:34][CH:33]=[CH:32]2)=[O:24])=[O:20])[NH:5][C:6]([NH:7][C@@H:8]([C:10]1[CH:11]=[CH:12][CH:13]=[CH:14][CH:15]=1)[CH3:9])=[O:16])[CH:2]=[CH2:3]. Reported procedure: According to the procedure described in the synthesis method of Compound II-1, (R)-2-(1-allyl-2-(1-phenylethylcarbamoyl)hydrazinyl)acetic acid (Compound VI-4) 133 mg (0.48 mmol) was coupled with (S)-2-amino-3-(4-tert-butoxyphenyl)-N—((S)-1,1-diethoxy-propan-2-yl)-N-(quinolin-8-ylmethyl)propanamide (Compound IV-3) 203 mg (0.4 mmol) and purified on silica gel column chromatography (n-hexane:Ethyl acetate=90:10 to 80:20) to obtain the title compound 261 mg (85%). Reactants: C1CCOC1, CN(C)c1ccncc1, Clc1ccc2nccc(N3CCNCC3)c2c1, O=C=Nc1ccc(F)cc1. Yields the product O=C(Nc1ccc(F)cc1)N1CCN(c2ccnc3ccc(Cl)cc23)CC1. As a reaction SMILES: [CH2:37]1[O:38][CH2:39][CH2:40][CH2:41]1.[CH3:28][N:29]([c:30]1[cH:31][cH:32][n:33][cH:34][cH:35]1)[CH3:36].[Cl:1][c:2]1[cH:3][c:4]2[c:5]([N:12]3[CH2:13][CH2:14][NH:15][CH2:16][CH2:17]3)[cH:6][cH:7][n:8][c:9]2[cH:10][cH:11]1.[F:18][c:19]1[cH:20][cH:21][c:22]([N:25]=[C:26]=[O:27])[cH:23][cH:24]1>>[Cl:1][c:2]1[cH:3][c:4]2[c:5]([N:12]3[CH2:13][CH2:14][N:15]([C:26]([NH:25][c:22]4[cH:21][cH:20][c:19]([F:18])[cH:24][cH:23]4)=[O:27])[CH2:16][CH2:17]3)[cH:6][cH:7][n:8][c:9]2[cH:10][cH:11]1. Reactants: COc1cc2ccc3c4cc(OCc5ccccc5)c(OC)cc4nnc3c2cc1OC, CCOC(C)=O. The product is COc1cc2nnc3c4cc(OC)c(OC)cc4ccc3c2cc1O. Reaction SMILES: [CH2:1]([c:2]1[cH:3][cH:4][cH:5][cH:6][cH:7]1)[O:8][c:9]1[cH:10][c:11]2[c:12]([n:13][n:14][c:15]3[c:16]4[c:17]([cH:18][cH:19][c:20]23)[cH:21][c:22]([O:27][CH3:28])[c:23]([O:25][CH3:26])[cH:24]4)[cH:29][c:30]1[O:31][CH3:32].[CH3:33][CH2:34][O:35][C:36](=[O:37])[CH3:38]>>[OH:8][c:9]1[cH:10][c:11]2[c:12]([n:13][n:14][c:15]3[c:16]4[c:17]([cH:18][cH:19][c:20]23)[cH:21][c:22]([O:27][CH3:28])[c:23]([O:25][CH3:26])[cH:24]4)[cH:29][c:30]1[O:31][CH3:32]. Reactants: C(C)(=O)N1C(C(C2=CC=C(C=C12)C(=O)OC)=C(C1=CC=CC=C1)OCC)=O (1-acetyl-3-(1-ethoxy-1-phenylmethylene)-6-methoxycarbonyl-2-indolinone), C(C1=CC=CC=C1)N1C(=NC=C1)C1=CC=C(N)C=C1 (4-(1-benzyl-imidazol-2-yl)-aniline). Product: C(C1=CC=CC=C1)N1C(=NC=C1)C1=CC=C(N\C(\C2=CC=CC=C2)=C\2/C(NC3=CC(=CC=C23)C(=O)OC)=O)C=C1 (3-Z-[1-(4-(1-benzyl-imidazol-2-yl)-anilino)-1-phenyl-methylene]-6-methoxycarbonyl-2-indolinone). As a reaction SMILES: C([N:4]1[C:12]2[C:7](=[CH:8][CH:9]=[C:10]([C:13]([O:15][CH3:16])=[O:14])[CH:11]=2)[C:6](=[C:17](OCC)[C:18]2[CH:23]=[CH:22][CH:21]=[CH:20][CH:19]=2)[C:5]1=[O:27])(=O)C.[CH2:28]([N:35]1[CH:39]=[CH:38][N:37]=[C:36]1[C:40]1[CH:46]=[CH:45][C:43]([NH2:44])=[CH:42][CH:41]=1)[C:29]1[CH:34]=[CH:33][CH:32]=[CH:31][CH:30]=1>>[CH2:28]([N:35]1[CH:39]=[CH:38][N:37]=[C:36]1[C:40]1[CH:41]=[CH:42][C:43]([NH:44]/[C:17](=[C:6]2\[C:5](=[O:27])[NH:4][C:12]3[C:7]\2=[CH:8][CH:9]=[C:10]([C:13]([O:15][CH3:16])=[O:14])[CH:11]=3)/[C:18]2[CH:23]=[CH:22][CH:21]=[CH:20][CH:19]=2)=[CH:45][CH:46]=1)[C:29]1[CH:30]=[CH:31][CH:32]=[CH:33][CH:34]=1. Procedure: Prepared from 1-acetyl-3-(1-ethoxy-1-phenylmethylene)-6-methoxycarbonyl-2-indolinone and 4-(1-benzyl-imidazol-2-yl)-aniline Rf value: 0.3 (silica gel, methylene chloride/methanol=20:1) C33H26N4O3 Starting materials: [C-]#N (cyanide), COC=1C=CC=C2CCC(CC12)=O (8-methoxy-3,4-di-hydronaphthalen-2(1H)-one), Cl (HCl). Reagents/catalysts: [I-].[Zn+2].[I-] (zinc iodide). Solvent: C(C)#N (acetonitrile). Reaction conditions: temperature 120 celsius, time 3 hour. Product: C(#N)C1=CC2=C(C=CC=C2CC1)OC (2-cyano-8-methoxy-3,4-dihydronaphthalene). The yield is 64.8%. As a reaction SMILES: [C-:1]#[N:2].[CH3:3][O:4][C:5]1[CH:6]=[CH:7][CH:8]=[C:9]2[C:14]=1[CH2:13][C:12](=O)[CH2:11][CH2:10]2.Cl>[I-].[Zn+2].[I-].C(#N)C>[C:1]([C:12]1[CH2:11][CH2:10][C:9]2[C:14](=[C:5]([O:4][CH3:3])[CH:6]=[CH:7][CH:8]=2)[CH:13]=1)#[N:2] |f:3.4.5|. Procedure: Trimethylsylyl cyanide (6.9 g, 9.3 ml, 0.07 mol) is added dropwise in 10 minutes to a mixture of 8-methoxy-3,4-di-hydronaphthalen-2(1H)-one (10.9 g, 0.06 mol) prepared as described in the literature (J. Chem. Soc., 1958, 409), anhydrous acetonitrile (60 ml) and a catalytic amount of zinc iodide under nitrogen atmosphere and the obtained mixture is heated to 80° C. ext. for 3 hours. The reaction mixture is cooled, 1N HCl (20 ml) is slowly added thereto and stirring is continued for 2 hours at roo... Reaction SMILES: [C:1]([CH3:2])([CH3:3])([CH3:4])[O:5][C:6](=[O:7])[N:8]([CH3:9])[CH:10]([C:11](=[O:12])[OH:13])[CH:14]([CH3:15])[CH3:16].[CH3:18][O:19][C:20]([CH:21]1[NH:22][CH2:23][CH2:24][CH2:25]1)=[O:26].[ClH:17]>>[C:1]([CH3:2])([CH3:3])([CH3:4])[O:5][C:6](=[O:7])[N:8]([CH3:9])[CH:10]([C:11](=[O:13])[N:22]1[CH:21]([C:20]([O:19][CH3:18])=[O:26])[CH2:25][CH2:24][CH2:23]1)[CH:14]([CH3:15])[CH3:16]. Reactants: CC(C)C(C(=O)O)N(C)C(=O)OC(C)(C)C, COC(=O)C1CCCN1, Cl. Product: COC(=O)C1CCCN1C(=O)C(C(C)C)N(C)C(=O)OC(C)(C)C. Starting materials: C1COCCN1, CS(C)=O, CCN(C(C)C)C(C)C, O=C(Nc1ccc(Cl)cn1)c1cc(Cl)cc(Cl)c1[N+](=O)[O-]. Yields the product O=C(Nc1ccc(Cl)cn1)c1cc(Cl)cc(N2CCOCC2)c1[N+](=O)[O-]. As a reaction SMILES: [CH2:22]1[CH2:23][O:24][CH2:25][CH2:26][NH:27]1.[CH3:37][S:38]([CH3:39])=[O:40].[CH:28]([N:29]([CH2:30][CH3:31])[CH:32]([CH3:33])[CH3:34])([CH3:35])[CH3:36].[Cl:1][c:2]1[cH:3][cH:4][c:5]([NH:8][C:9]([c:10]2[c:11]([N+:18](=[O:19])[O-:20])[c:12]([Cl:17])[cH:13][c:14]([Cl:16])[cH:15]2)=[O:21])[n:6][cH:7]1>>[Cl:1][c:2]1[cH:3][cH:4][c:5]([NH:8][C:9]([c:10]2[c:11]([N+:18](=[O:19])[O-:20])[c:12]([N:27]3[CH2:22][CH2:23][O:24][CH2:25][CH2:26]3)[cH:13][c:14]([Cl:16])[cH:15]2)=[O:21])[n:6][cH:7]1. Starting materials: TEA, BrC1=CC(=NC=C1)N (4-bromopyridin-2-amine), Cl\C(=C(\[O-])/OCC)\C=O.[K+] (Potassium (Z)-2-chloro-1-ethoxy-3-oxoprop-1-en-1-olate), S(O)(O)(=O)=O (Sulfuric acid). The solvent is C(C)O (ethanol). Run at temperature 90 celsius, time 18 hour. Yields the product BrC1=CC=2N(C=C1)C(=CN2)C(=O)OCC (Ethyl 7-bromoimidazo[1,2-a]pyridine-3-carboxylate). As a reaction SMILES: [Br:1][C:2]1[CH:7]=[CH:6][N:5]=[C:4]([NH2:8])[CH:3]=1.Cl/[C:10](/[CH:16]=O)=[C:11](\[O:13][CH2:14][CH3:15])/[O-:12].[K+].S(=O)(=O)(O)O>C(O)C>[Br:1][C:2]1[CH:7]=[CH:6][N:5]2[C:10]([C:11]([O:13][CH2:14][CH3:15])=[O:12])=[CH:16][N:8]=[C:4]2[CH:3]=1 |f:1.2|. Procedure: A solution of 4-bromopyridin-2-amine (10 g, 57.8 mmol) and potassium (Z)-2-chloro-1-ethoxy-3-oxoprop-1-en-1-olate (step 1) (23.4 g, 124 mmol) in ethanol (200 ml) was cooled to 5° C. Sulfuric acid (7.70 ml, 144 mmol) was added dropwise and the reaction heated to reflux at 90° C. for 3 hrs. The mixture was cooled to RT and TEA (20.03 ml, 144 mmol) was slowly added and heating continued at 90° C. for 18 hrs. After cooling to RT, the mixture was filtered and the solid was partitioned between EtOAc a...